Dataset: the Open Reaction Database (ORD), a public repository of structured organic reaction records. Task: describe an organic reaction: reactants, conditions, products, and yield Reactants: C([O-])(O)=O.[Na+] (sodium bicarbonate), C(C)(=O)O[BH-](OC(C)=O)OC(C)=O.[Na+] (Sodium triacetoxyborohydride), FC(OC1=CC=C(C=O)C=C1)(F)F (4-(trifluoromethoxy)-benzaldehyde), OC1CCNCC1 (4-hydroxy piperidine). Solvent: C(C)#N (acetonitrile). Reaction conditions: time 30 minute. Product: FC(OC1=CC=C(CN2CCC(CC2)O)C=C1)(F)F (1-(4-trifluoromethoxybenzyl)piperidin-4-ol). Yield: 83.6%. Reaction SMILES: C(O[BH-](OC(=O)C)OC(=O)C)(=O)C.[Na+].[F:15][C:16]([F:27])([F:26])[O:17][C:18]1[CH:25]=[CH:24][C:21]([CH:22]=O)=[CH:20][CH:19]=1.[OH:28][CH:29]1[CH2:34][CH2:33][NH:32][CH2:31][CH2:30]1.C(=O)(O)[O-].[Na+]>C(#N)C>[F:15][C:16]([F:27])([F:26])[O:17][C:18]1[CH:25]=[CH:24][C:21]([CH2:22][N:32]2[CH2:33][CH2:34][CH:29]([OH:28])[CH2:30][CH2:31]2)=[CH:20][CH:19]=1 |f:0.1,4.5|. Procedure: Sodium triacetoxyborohydride (1.67 g, 7.89 mmol) was added to a solution of 4-(trifluoromethoxy)-benzaldehyde (1 g, 5.26 mmol) and 4-hydroxy piperidine (798 mg, 7.89 mmol) in acetonitrile (2 ml) while cooling in an ice-bath, and the mixture was stirred for 30 minutes, and then at room temperature overnight. The reaction mixture was poured into 7.5% sodium bicarbonate aqueous solution and extracted with ethyl acetate twice. The extract was washed with water and brine, and dried over magnesium sul... The reactants are NC1=C(C(=C(C(=O)O)C=C1[N+](=O)[O-])C(=O)OC)C (4-amino-2-(methoxycarbonyl)-3-methyl-5-nitrobenzoic acid), CCN=C=NCCCN(C)C.Cl (EDCI hydrochloride), C=1C=CC2=C(C1)N=NN2O (HOBt), CN(CCN)C (N1,N1-dimethylethane-1,2-diamine). The solvent is C1CCOC1 (THF), C(C)N(CC)CC (triethylamine). Run at time 10 minute. Yields the product NC=1C(=C2C(N(C(C2=CC1[N+](=O)[O-])=O)CCN(C)C)=O)C (5-Amino-2-(2-(dimethylamino)ethyl)-4-methyl-6-nitroisoindoline-1,3-dione). Yield: 89.1%. RXN SMILES: [NH2:1][C:2]1[C:10]([N+:11]([O-:13])=[O:12])=[CH:9][C:5]([C:6]([OH:8])=O)=[C:4]([C:14]([O:16]C)=O)[C:3]=1[CH3:18].CCN=C=NCCCN(C)C.Cl.C1C=CC2N(O)N=NC=2C=1.[CH3:41][N:42]([CH3:46])[CH2:43][CH2:44][NH2:45]>C1COCC1.C(N(CC)CC)C>[NH2:1][C:2]1[C:3]([CH3:18])=[C:4]2[C:5](=[CH:9][C:10]=1[N+:11]([O-:13])=[O:12])[C:6](=[O:8])[N:45]([CH2:44][CH2:43][N:42]([CH3:46])[CH3:41])[C:14]2=[O:16] |f:1.2|. Reported procedure: To a solution of 4-amino-2-(methoxycarbonyl)-3-methyl-5-nitrobenzoic acid (0.43 g, 1.69 mmol), EDCI hydrochloride (0.36 g, 1.86 mmol), and HOBt (0.23 g, 1.69 mmol) in 22 mL of anhydrous THF was added 1.18 mL of triethylamine and stirred for 10 min at rt under an argon atmosphere. N1,N1-dimethylethane-1,2-diamine (0.16 g, 1.86 mmol) was added into above mixture and the reaction mixture was heated at reflux for 14 h under an argon atmosphere. Product was purified by a silica gel column using methy... Starting materials: O (water), BrC1=CC=C(C=C1)NCC1=C(C=C(C=C1)OC)C=1C=CC(=NC1)C(=O)NCCC(=O)OCC (Ethyl 3-(5-(2-(((4-bromophenyl)amino)methyl)-5-methoxyphenyl)picolinamido)propanoate), FC(C1=CC=C(C=C1)B(O)O)(F)F ((4-(trifluoromethyl)phenyl)boronic acid), C(=O)([O-])[O-].[K+].[K+] (K2CO3). The reagents and catalysts are C1=CC=C(C=C1)P([C-]2C=CC=C2)C3=CC=CC=C3.C1=CC=C(C=C1)P([C-]2C=CC=C2)C3=CC=CC=C3.Cl[Pd]Cl.[Fe+2] (Pd(dppf)Cl2). The solvent is O1CCOCC1 (1,4-dioxane), CCOC(=O)C (EtOAc). Product: COC=1C=CC(=C(C1)C=1C=CC(=NC1)C(=O)NCCC(=O)OCC)CNC1=CC=C(C=C1)C1=CC=C(C=C1)C(F)(F)F (ethyl 3-(5-(5-methoxy-2-(((4′-(trifluoromethyl)-[1,1-biphenyl]-4-yl)amino)methyl)phenyl)picolinamido)propanoate). RXN SMILES: Br[C:2]1[CH:7]=[CH:6][C:5]([NH:8][CH2:9][C:10]2[CH:15]=[CH:14][C:13]([O:16][CH3:17])=[CH:12][C:11]=2[C:18]2[CH:19]=[CH:20][C:21]([C:24]([NH:26][CH2:27][CH2:28][C:29]([O:31][CH2:32][CH3:33])=[O:30])=[O:25])=[N:22][CH:23]=2)=[CH:4][CH:3]=1.[F:34][C:35]([F:46])([F:45])[C:36]1[CH:41]=[CH:40][C:39](B(O)O)=[CH:38][CH:37]=1.C([O-])([O-])=O.[K+].[K+].O>O1CCOCC1.CCOC(C)=O.C1C=CC(P(C2C=CC=CC=2)[C-]2C=CC=C2)=CC=1.C1C=CC(P(C2C=CC=CC=2)[C-]2C=CC=C2)=CC=1.Cl[Pd]Cl.[Fe+2]>[CH3:17][O:16][C:13]1[CH:14]=[CH:15][C:10]([CH2:9][NH:8][C:5]2[CH:6]=[CH:7][C:2]([C:39]3[CH:40]=[CH:41][C:36]([C:35]([F:46])([F:45])[F:34])=[CH:37][CH:38]=3)=[CH:3][CH:4]=2)=[C:11]([C:18]2[CH:19]=[CH:20][C:21]([C:24]([NH:26][CH2:27][CH2:28][C:29]([O:31][CH2:32][CH3:33])=[O:30])=[O:25])=[N:22][CH:23]=2)[CH:12]=1 |f:2.3.4,8.9.10.11|. Procedure details: Ethyl 3-(5-(2-(((4-bromophenyl)amino)methyl)-5-methoxyphenyl)picolinamido)propanoate (200 mg, 0.39 mmol), (4-(trifluoromethyl)phenyl)boronic acid (111 mg, 0.59 mmol), Pd(dppf)Cl2 (43 mg, 0.06 mmol), and K2CO3 (108 mg, 0.78 mmol) were dissolved in 1,4-dioxane (4 mL) and water (1 mL) and the resulting mixture was heated to 80° C. After 2 h the resulting mixture was cooled to room temperature, diluted with EtOAc, washed with water and brine, dried (Na2SO4), and dry packed onto silica gel. Column ch... Reactants: O=C([H])C1=CC=CO1, O=C(SCC)C(OCC1=CC=CC=C1)C(O)=O. Reagents/catalysts: CN(C)c1ccncc1, 4Å Molecular Sieve, C1CNCCO1. Run in C1COCC1. Reaction conditions: temperature 25 celsius, time 24 hour. The product is O=C(SCC)/C(OCC1=CC=CC=C1)=C/C2=CC=CO2. Isolated yield 81.0%. Reactants: BrC1=CC=C(OCC(COC2=CC=C(C=C2)C(CCCC2=CC=CC=C2)OC2OCCCC2)O)C=C1 (1-(4-Bromophenoxy)-3-{4-[4-phenyl-1-(tetrahydropyran-2-yloxy)butyl]phenoxy}propan-2-ol), ICCCCC (1-iodopentane). Solvent: C1CCOC1.CN(C)C=O (THF DMF). Product: BrC1=CC=C(OCC(COC2=CC=C(C=C2)C(CCCC2=CC=CC=C2)OC2OCCCC2)OCCCCC)C=C1 (2-(1-{4-[3-(4-Bromophenoxy)-2-pentyloxypropoxy]phenyl}-4-phenylbutoxy)tetrahydropyran). RXN SMILES: [Br:1][C:2]1[CH:36]=[CH:35][C:5]([O:6][CH2:7][CH:8]([OH:34])[CH2:9][O:10][C:11]2[CH:16]=[CH:15][C:14]([CH:17]([O:27][CH:28]3[CH2:33][CH2:32][CH2:31][CH2:30][O:29]3)[CH2:18][CH2:19][CH2:20][C:21]3[CH:26]=[CH:25][CH:24]=[CH:23][CH:22]=3)=[CH:13][CH:12]=2)=[CH:4][CH:3]=1.I[CH2:38][CH2:39][CH2:40][CH2:41][CH3:42]>C1COCC1.CN(C=O)C>[Br:1][C:2]1[CH:3]=[CH:4][C:5]([O:6][CH2:7][CH:8]([O:34][CH2:38][CH2:39][CH2:40][CH2:41][CH3:42])[CH2:9][O:10][C:11]2[CH:16]=[CH:15][C:14]([CH:17]([O:27][CH:28]3[CH2:33][CH2:32][CH2:31][CH2:30][O:29]3)[CH2:18][CH2:19][CH2:20][C:21]3[CH:26]=[CH:25][CH:24]=[CH:23][CH:22]=3)=[CH:13][CH:12]=2)=[CH:35][CH:36]=1 |f:2.3|. Procedure: A mixture of the product (0.57 g) of Step 3, 0.3 mL of 1-iodopentane and 80 mg of Nail in 20 ml of 1:1 THF/DMF was refluxed for 4 hrs. The mixture was then quenched with 5 mL of MeOH, 20 mL of Sat. NH4Cl, and extracted with 50 mL of Et2O. The extract was dried over NaSO4 and concentrated. The residue was purified by flash chromatography eluted with EtOAc and hexanes (7:1) to give 0.6 g of the title compound. The reactants are N1=CC=CC=C1 (pyridine), ClC=1C=NC=C(C1NC(=O)C1=CC=C(C=2OC3=C(C21)C=C(C=C3)N)OC(F)F)Cl (N-(3,5-dichloropyrid-4-yl)-4-difluoromethoxy-8-amino-dibenzo[b,d]furan-1-carboxamide), ClC=1C=NC=C(C1NC(=O)C1=CC=C(C=2OC3=C(C21)C=C(C=C3)N)OC(F)F)Cl (N-(3,5-dichloropyrid-4-yl)-4-difluoromethoxy-8-amino-dibenzo[b,d]furan-1-carboxamide), C(C)(=O)Cl (acetyl chloride). The solvent is C1CCOC1 (THF). Reaction conditions: time 2 hour. The product is ClC=1C=NC=C(C1NC(=O)C1=CC=C(C=2OC3=C(C21)C=C(C=C3)NC(C)=O)OC(F)F)Cl (N-(3,5-dichloropyrid-4-yl)-4-difluoromethoxy-8-acetamido-dibenzo[b,d]furan-1-carboxamide). Isolated yield 32.7%. Reaction SMILES: [Cl:1][C:2]1[CH:3]=[N:4][CH:5]=[C:6]([Cl:29])[C:7]=1[NH:8][C:9]([C:11]1[C:19]2[C:18]3[CH:20]=[C:21]([NH2:24])[CH:22]=[CH:23][C:17]=3[O:16][C:15]=2[C:14]([O:25][CH:26]([F:28])[F:27])=[CH:13][CH:12]=1)=[O:10].[C:30](Cl)(=[O:32])[CH3:31].N1C=CC=CC=1>C1COCC1>[Cl:1][C:2]1[CH:3]=[N:4][CH:5]=[C:6]([Cl:29])[C:7]=1[NH:8][C:9]([C:11]1[C:19]2[C:18]3[CH:20]=[C:21]([NH:24][C:30](=[O:32])[CH3:31])[CH:22]=[CH:23][C:17]=3[O:16][C:15]=2[C:14]([O:25][CH:26]([F:27])[F:28])=[CH:13][CH:12]=1)=[O:10]. Procedure details: N-(3,5-dichloropyrid-4-yl)-4-difluoromethoxy-8-amino-dibenzo[b,d]furan-1-carboxamide (70 mg, 0.159 mmol) (intermediate 2) was treated with acetyl chloride (22 mg, 0.299 mmol) in THF (10 ml) containing pyridine (0.5 ml) at 0° C. and allowed to warm to room temperature. The reaction was stirred at room temperature for 2.0 h. THF was evaporated and the residue was washed with saturated sodium bicarbonate solution 5% HCl and water. The solid obtained was purified by silica gel column chromatography ... The reactants are C1CCNCC1, Cc1ccccc1, CC(C)N(C(=O)CN1C(=O)Cc2nnc(-c3ccccc3)n2-c2ccccc21)c1ccccc1, O=Cc1c[nH]c2ccccc12. The product is CC(C)N(C(=O)CN1C(=O)C(=Cc2c[nH]c3ccccc23)c2nnc(-c3ccccc3)n2-c2ccccc21)c1ccccc1. As a reaction SMILES: [CH2:46]1[CH2:47][CH2:48][NH:49][CH2:50][CH2:51]1.[CH3:52][c:53]1[cH:54][cH:55][cH:56][cH:57][cH:58]1.[CH:1]([CH3:2])([CH3:3])[N:4]([C:5]([CH2:6][N:7]1[c:8]2[c:9]([cH:24][cH:25][cH:26][cH:27]2)-[n:10]2[c:11](-[c:18]3[cH:19][cH:20][cH:21][cH:22][cH:23]3)[n:12][n:13][c:14]2[CH2:15][C:16]1=[O:17])=[O:28])[c:29]1[cH:30][cH:31][cH:32][cH:33][cH:34]1.[nH:35]1[cH:36][c:37]([CH:44]=[O:45])[c:38]2[cH:39][cH:40][cH:41][cH:42][c:43]12>>[CH:1]([CH3:2])([CH3:3])[N:4]([C:5]([CH2:6][N:7]1[c:8]2[c:9]([cH:24][cH:25][cH:26][cH:27]2)-[n:10]2[c:11](-[c:18]3[cH:19][cH:20][cH:21][cH:22][cH:23]3)[n:12][n:13][c:14]2[C:15](=[CH:44][c:37]2[cH:36][nH:35][c:43]3[c:38]2[cH:39][cH:40][cH:41][cH:42]3)[C:16]1=[O:17])=[O:28])[c:29]1[cH:30][cH:31][cH:32][cH:33][cH:34]1. Reactants: ice, Cl (HCl), O1CCCC=C1 (dihydropyran), COC1=CC=C(C=CC(=O)O)C=C1 (4-methoxycinnamic acid), C1(=CC=C(C=C1)S(=O)(=O)O)C (4-toluene sulphonic acid). Run in CCOCC (ether), C(C)OCC (diethyl ether). Run at time 1 hour. Yields the product O1C(CCCC1)OC1=CC=C(C=CC(=O)O)C=C1 (4-(tetrahydropyran-2-yloxy)cinnamic acid). Isolated yield 79.0%. As a reaction SMILES: [O:1]1[CH:6]=[CH:5][CH2:4][CH2:3][CH2:2]1.C[O:8][C:9]1[CH:19]=[CH:18][C:12]([CH:13]=[CH:14][C:15]([OH:17])=[O:16])=[CH:11][CH:10]=1.C1(C)C=CC(S(O)(=O)=O)=CC=1.Cl>CCOCC>[O:1]1[CH2:2][CH2:3][CH2:4][CH2:5][CH:6]1[O:8][C:9]1[CH:10]=[CH:11][C:12]([CH:13]=[CH:14][C:15]([OH:17])=[O:16])=[CH:18][CH:19]=1. Reported procedure: 14 ml of dihydropyran was added dropwise to a mixture of 17.8 g of 4-methoxycinnamic acid, 0.34 g of 4-toluene sulphonic acid and 100 ml of diethyl ether under a nitrogen atmosphere. After one hour stirring the solution became transparent. 150 ml of ether was added and it was extracted with 200 ml of 5% of sodium hydroxide solution and evaporated using a rotary evaporator. The residue was mixed with 50 ml of ethanol and a solution of 8 g of KOH in 50 ml of water and was refluxed for 1 hour upon ... Reactants: CN(C)Cc1ccc(C2CCC(=O)CC2)cc1, CCO, CCC(C)[BH-](C(C)CC)C(C)CC, [Li+], C1CCOC1, OO. Product: CN(C)Cc1ccc(C2CCC(O)CC2)cc1. As a reaction SMILES: [CH3:15][N:16]([CH3:17])[CH2:18][c:19]1[cH:20][cH:21][c:22]([CH:25]2[CH2:26][CH2:27][C:28](=[O:31])[CH2:29][CH2:30]2)[cH:23][cH:24]1.[CH3:32][CH2:33][OH:34].[CH:1]([BH-:2]([CH:3]([CH2:4][CH3:5])[CH3:6])[CH:7]([CH2:8][CH3:9])[CH3:10])([CH2:11][CH3:12])[CH3:13].[Li+:14].[O:37]1[CH2:38][CH2:39][CH2:40][CH2:41]1.[OH:35][OH:36]>>[CH3:15][N:16]([CH3:17])[CH2:18][c:19]1[cH:20][cH:21][c:22]([CH:25]2[CH2:26][CH2:27][CH:28]([OH:31])[CH2:29][CH2:30]2)[cH:23][cH:24]1.